Task: describe an organic reaction: reactants, conditions, products, and yield. Dataset: the Open Reaction Database (ORD), a public repository of structured organic reaction records Reactants: C(C)C1=C(C=CC=C1)O (ethylphenol), C(C)C1=C(C=CC=C1)O (o-ethylphenol), C(C)C=1C=C(C=CC1)O (m-ethylphenol), C(C)C1=CC=C(C=C1)O (p-ethylphenol). Run in C1(=CC=CC=C1)C (toluene). Yields the product C(=C)C1=C(C=CC=C1)O (vinylphenol). RXN SMILES: [CH2:1]([C:3]1[CH:8]=[CH:7][CH:6]=[CH:5][C:4]=1[OH:9])[CH3:2].C(C1C=C(O)C=CC=1)C.C(C1C=CC(O)=CC=1)C>C1(C)C=CC=CC=1>[CH:1]([C:3]1[CH:8]=[CH:7][CH:6]=[CH:5][C:4]=1[OH:9])=[CH2:2]. Procedure: As a result, 3.5 liters of a toluene solution containing 1.5 mols of a vinylphenol mixture of 37.0 mol% o-vinylphenol, 24.7 mol% m-vinylphenol, 36.9 mol% p-vinylphenol and 1.4 mol% ethylphenol was obtained as the extract. As the raffinate, 10.4 liters of a toluene solution containing 2.6 mols of an ethylphenol mixture of 9.9 mol% o-ethylphenol, 4.0 mol% m-ethylphenol, 85.1 mol% p-ethylphenol and 1.0 mol% vinylphenol was obtained. Starting materials: ClC=1C2=C(C3=CN(N=C3C1)C)C(CC2)=CC#N ((5-Chloro-2-methyl-6,7-dihydrocyclopenta[e]indazol-8(2H)-ylidene)acetonitrile), N.CO (ammonia methanol). The reagents and catalysts are [Co] (cobalt). Solvent: CO (methanol), O1CCCC1 (tetrahydrofuran). Conditions: time 4 hour. The product is ClC=1C2=C(C3=CN(N=C3C1)C)C(CC2)=CCN (2-(5-chloro-2-methyl-6,7-dihydrocyclopenta[e]indazol-8(2H)-ylidene)ethanamine). Yield: 16.6%. RXN SMILES: [Cl:1][C:2]1[C:3]2[CH2:14][CH2:13][C:12](=[CH:15][C:16]#[N:17])[C:4]=2[C:5]2[C:9]([CH:10]=1)=[N:8][N:7]([CH3:11])[CH:6]=2.N.CO>CO.O1CCCC1.[Co]>[Cl:1][C:2]1[C:3]2[CH2:14][CH2:13][C:12](=[CH:15][CH2:16][NH2:17])[C:4]=2[C:5]2[C:9]([CH:10]=1)=[N:8][N:7]([CH3:11])[CH:6]=2 |f:1.2|. Reported procedure: (5-Chloro-2-methyl-6,7-dihydrocyclopenta[e]indazol-8(2H)-ylidene)acetonitrile (116 mg, 2.87 mmol) was dissolved in a mixture of methanol (5 mL) and tetrahydrofuran (5 mL), Raney cobalt (1 g) and 8M ammonia/methanol solution (2 mL) were added to the solution, and the mixture was stirred under a hydrogen atmosphere at room temperature for 4 hr. The catalyst was filtered off through celite, and the filtrate was concentrated under reduced pressure to give the title compound (118 mg, yield 100%). The reactants are ClC1=CC=NC2=CC(=C(C=C12)C#N)OCCCN1CCS(CC1)(=O)=O (4-chloro-6-cyano-7-(3-(1,1-dioxothiomorpholino)propoxy)quinoline), O (water), OC=1C=C2C=CNC2=CC1 (5-hydroxyindole), C([O-])([O-])=O.[Cs+].[Cs+] (cesium carbonate). Solvent: CN(C)C=O (DMF). Conditions: time 10 minute. Product: C(#N)C=1C=C2C(=CC=NC2=CC1OCCCN1CCS(CC1)(=O)=O)OC=1C=C2C=CNC2=CC1 (6-cyano-7-(3-(1,1-dioxothiomorpholino)propoxy)-4-(indol-5-yloxy)quinoline). Isolated yield 22.6%. As a reaction SMILES: Cl[C:2]1[C:11]2[C:6](=[CH:7][C:8]([O:14][CH2:15][CH2:16][CH2:17][N:18]3[CH2:23][CH2:22][S:21](=[O:25])(=[O:24])[CH2:20][CH2:19]3)=[C:9]([C:12]#[N:13])[CH:10]=2)[N:5]=[CH:4][CH:3]=1.[OH:26][C:27]1[CH:28]=[C:29]2[C:33](=[CH:34][CH:35]=1)[NH:32][CH:31]=[CH:30]2.C(=O)([O-])[O-].[Cs+].[Cs+].O>CN(C=O)C>[C:12]([C:9]1[CH:10]=[C:11]2[C:6](=[CH:7][C:8]=1[O:14][CH2:15][CH2:16][CH2:17][N:18]1[CH2:23][CH2:22][S:21](=[O:25])(=[O:24])[CH2:20][CH2:19]1)[N:5]=[CH:4][CH:3]=[C:2]2[O:26][C:27]1[CH:28]=[C:29]2[C:33](=[CH:34][CH:35]=1)[NH:32][CH:31]=[CH:30]2)#[N:13] |f:2.3.4|. Reported procedure: A suspension of 4-chloro-6-cyano-7-(3-(1,1-dioxothiomorpholino)propoxy)quinoline (100 mg, 0.26 mmol), (prepared as described for the starting material in Example 1), 5-hydroxyindole (42 mg, 0.32 mmol) and cesium carbonate (129 mg, 0.39 mmol) in DMF (1 ml) was stirred for 10 minutes at ambient temperature followed by 1.5 hours at 70° C. After cooling, water (5 ml) was added. The precipitate was filtered, washed with water and dried under vacuum. The solid was purified by column chromatography, el... Starting materials: COC(CN1Cc2cc(C=CC(=O)N(C)Cc3sc4ccccc4c3C)cnc2NC1=O)OC, ClCCl, O=C(O)C(F)(F)F, O. Yields the product Cc1c(CN(C)C(=O)C=Cc2cnc3c(c2)CN(CC=O)C(=O)N3)sc2ccccc12. As a reaction SMILES: [CH3:1][O:2][CH:3]([CH2:4][N:5]1[C:6](=[O:32])[NH:7][c:8]2[c:9]([cH:11][c:12]([CH:15]=[CH:16][C:17](=[O:18])[N:19]([CH2:20][c:21]3[c:22]([CH3:30])[c:23]4[c:24]([s:25]3)[cH:26][cH:27][cH:28][cH:29]4)[CH3:31])[cH:13][n:14]2)[CH2:10]1)[O:33][CH3:34].[Cl:43][CH2:44][Cl:45].[F:35][C:36]([F:37])([F:38])[C:39]([OH:40])=[O:41].[OH2:42]>>[O:2]=[CH:3][CH2:4][N:5]1[C:6](=[O:32])[NH:7][c:8]2[c:9]([cH:11][c:12]([CH:15]=[CH:16][C:17](=[O:18])[N:19]([CH2:20][c:21]3[c:22]([CH3:30])[c:23]4[c:24]([s:25]3)[cH:26][cH:27][cH:28][cH:29]4)[CH3:31])[cH:13][n:14]2)[CH2:10]1. The reactants are ClC1=C(OC2CCN(CC2)C(CNC=2C(NN=CC2)=O)=O)C=C(C=C1)C(F)(F)F (4-{2-[4-(2-Chloro-5-trifluoromethyl-phenoxy)-piperidin-1-yl]-2-oxo-ethylamino}-2H-pyridazin-3-one), C(=O)([O-])[O-].[K+].[K+] (K2CO3), FC(CCCI)(F)F (1,1,1-trifluoro-4-iodo-butane). Run in CN(C)C=O (DMF). Product: ClC1=C(OC2CCN(CC2)C(CNC=2C(N(N=CC2)CCCC(F)(F)F)=O)=O)C=C(C=C1)C(F)(F)F (4-{2-[4-(2-Chloro-5-trifluoromethyl-phenoxy)-piperidin-1-yl]-2-oxo-ethylamino}-2-(4,4,4-trifluoro-butyl)-2H-pyridazin-3-one). Isolated yield 67.0%. RXN SMILES: [Cl:1][C:2]1[CH:25]=[CH:24][C:23]([C:26]([F:29])([F:28])[F:27])=[CH:22][C:3]=1[O:4][CH:5]1[CH2:10][CH2:9][N:8]([C:11](=[O:21])[CH2:12][NH:13][C:14]2[C:15](=[O:20])[NH:16][N:17]=[CH:18][CH:19]=2)[CH2:7][CH2:6]1.C([O-])([O-])=O.[K+].[K+].[F:36][C:37]([F:43])([F:42])[CH2:38][CH2:39][CH2:40]I>CN(C=O)C>[Cl:1][C:2]1[CH:25]=[CH:24][C:23]([C:26]([F:29])([F:27])[F:28])=[CH:22][C:3]=1[O:4][CH:5]1[CH2:10][CH2:9][N:8]([C:11](=[O:21])[CH2:12][NH:13][C:14]2[C:15](=[O:20])[N:16]([CH2:40][CH2:39][CH2:38][C:37]([F:43])([F:42])[F:36])[N:17]=[CH:18][CH:19]=2)[CH2:7][CH2:6]1 |f:1.2.3|. Procedure details: Compound 45 is prepared following synthesis method 6: 0.3 g (0.7 mmol) of intermediate 7b are placed in 10 mL DMF in the presence of 0.13 g (0.94 mmol) K2CO3 then 0.222 g (0.90 mmol) of 1,1,1-trifluoro-4-iodo-butane and agitated at 80° C. for 32 h. After concentrating to dryness, the residue is solubilized in water and extracted with AcOEt. The organic phases are washed in brine, dried over Na2SO4 then concentrated to dryness. The residue is purified by silica gel flash chromatography (gradient ... The reactants are CC(=O)O[BH-](OC(C)=O)OC(C)=O, CCO, CC(C#N)(Cn1nc2cc(Cl)cc(C=O)c2n1)NC(=O)c1ccc(OC(F)(F)F)cc1, [Na+]. Product: CC(C#N)(Cn1nc2cc(Cl)cc(CO)c2n1)NC(=O)c1ccc(OC(F)(F)F)cc1. Reaction SMILES: [C:32]([O:33][BH-:34]([O:35][C:36](=[O:37])[CH3:38])[O:39][C:40](=[O:41])[CH3:42])(=[O:43])[CH3:44].[CH3:46][CH2:47][OH:48].[Cl:1][c:2]1[cH:3][c:4]([CH:30]=[O:31])[c:5]2[c:6]([n:7][n:8]([CH2:10][C:11]([CH3:12])([C:13]#[N:14])[NH:15][C:16]([c:17]3[cH:18][cH:19][c:20]([O:23][C:24]([F:25])([F:26])[F:27])[cH:21][cH:22]3)=[O:28])[n:9]2)[cH:29]1.[Na+:45]>>[Cl:1][c:2]1[cH:3][c:4]([CH2:30][OH:31])[c:5]2[c:6]([n:7][n:8]([CH2:10][C:11]([CH3:12])([C:13]#[N:14])[NH:15][C:16]([c:17]3[cH:18][cH:19][c:20]([O:23][C:24]([F:25])([F:26])[F:27])[cH:21][cH:22]3)=[O:28])[n:9]2)[cH:29]1. Procedure: A solution of 134 g (0.83 mol) of bromine in 130 ml of methylene chloride is added dropwise at 10° C. with stirring to a solution of 100 g (0.83 mol) of 5-chloropentan-2-one in 400 ml of methylene chloride. The reaction mixture is stirred for a further hour at room temperature, then washed using water and dilute aqueous sodium carbonate solution and dried over sodium sulphate. The mixture is concentrated by stripping off the solvent under reduced pressure, and the residue is taken up in 200 ml o... Solvent: C(Cl)Cl (methylene chloride), CO (methanol), C(Cl)Cl (methylene chloride). Yields the product C(C)(=O)C1(CC1)SCCC (1-acetyl-1-propylmercaptocyclopropane). Reactants: ClCCCC(C)=O (5-chloropentan-2-one), [OH-].[K+] (potassium hydroxide), BrBr (bromine), C(CC)S (n-propylmercaptan). As a reaction SMILES: BrBr.Cl[CH2:4][CH2:5][CH2:6][C:7](=[O:9])[CH3:8].[CH2:10]([SH:13])[CH2:11][CH3:12].[OH-].[K+]>C(Cl)Cl.CO>[C:7]([C:6]1([S:13][CH2:10][CH2:11][CH3:12])[CH2:4][CH2:5]1)(=[O:9])[CH3:8] |f:3.4|. Reaction conditions: time 4 hour. Isolated yield 32.0%.